Dataset: the Open Reaction Database (ORD), a public repository of structured organic reaction records. Task: describe an organic reaction: reactants, conditions, products, and yield Starting materials: CCOC(C)=O, O=C(Cl)C(=O)Cl, O=C(O)c1ccc(Cl)nn1, ClCCl, CN(C)C=O. Product: COC(=O)c1ccc(Cl)nn1. Reaction SMILES: [CH3:25][CH2:26][O:27][C:28](=[O:29])[CH3:30].[Cl:16][C:17]([C:18]([Cl:19])=[O:20])=[O:21].[Cl:1][c:2]1[cH:3][cH:4][c:5]([C:8](=[O:9])[OH:10])[n:6][n:7]1.[Cl:22][CH2:23][Cl:24].[O:11]=[CH:12][N:13]([CH3:14])[CH3:15]>>[Cl:1][c:2]1[cH:3][cH:4][c:5]([C:8](=[O:9])[O:10][CH3:12])[n:6][n:7]1. The reactants are [BH3-]C#N, Cc1cccc(C)c1C=O, CC(=O)O, CO, N#Cc1cc(-c2cccnc2)nn1-c1ccc(N)cc1, [Na+]. Yields the product Cc1cccc(C)c1CNc1ccc(-n2nc(-c3cccnc3)cc2C#N)cc1. Reaction SMILES: [C:31]([BH3-:32])#[N:33].[CH3:21][c:22]1[c:23]([CH:24]=[O:25])[c:26]([CH3:30])[cH:27][cH:28][cH:29]1.[CH3:35][C:36](=[O:37])[OH:38].[CH3:39][OH:40].[NH2:1][c:2]1[cH:3][cH:4][c:5](-[n:8]2[n:9][c:10](-[c:15]3[cH:16][n:17][cH:18][cH:19][cH:20]3)[cH:11][c:12]2[C:13]#[N:14])[cH:6][cH:7]1.[Na+:34]>>[NH:1]([c:2]1[cH:3][cH:4][c:5](-[n:8]2[n:9][c:10](-[c:15]3[cH:16][n:17][cH:18][cH:19][cH:20]3)[cH:11][c:12]2[C:13]#[N:14])[cH:6][cH:7]1)[CH2:24][c:23]1[c:22]([CH3:21])[cH:29][cH:28][cH:27][c:26]1[CH3:30]. Reactants: C1(CCCCC1)N=C=NC1CCCCC1 (dicyclohexylcarbodiimide), OC[C@@H](CON1C=2N=C(NC(C2N=C1)=O)N)OCP(=O)(O)O ((S)-9-[3-hydroxy-2-(phosphonomethoxy)propoxy]guanine). Solvent: C(C)(C)(C)O (t-butanol), C(C)(C)(C)O (t-butanol). Yields the product OP1(OC[C@H](OC1)CON1C=2N=C(NC(C2N=C1)=O)N)=O ((R)-9-[(2-Hydroxy-2-oxo-1,4,2-dioxaphosphorinan-5-yl)methoxy]guanine), solid. The yield is 59.0%. RXN SMILES: C1(N=C=NC2CCCCC2)CCCCC1.O[CH2:17][C@H:18]([O:32][CH2:33][P:34]([OH:37])([OH:36])=[O:35])[CH2:19][O:20][N:21]1[CH:29]=[N:28][C:27]2[C:26](=[O:30])[NH:25][C:24]([NH2:31])=[N:23][C:22]1=2>C(O)(C)(C)C>[OH:36][P:34]1(=[O:35])[CH2:33][O:32][C@H:18]([CH2:19][O:20][N:21]2[CH:29]=[N:28][C:27]3[C:26](=[O:30])[NH:25][C:24]([NH2:31])=[N:23][C:22]2=3)[CH2:17][O:37]1. Procedure: A solution of dicyclohexylcarbodiimide (0.615 g, 3.0 mmol) in t-butanol (10 ml) was added dropwise over 30 minutes to a solution of (S)-9-[3-hydroxy-2-(phosphonomethoxy)propoxy]guanine (0.20 g, 0.6 mmol) and N,N-dicyclohexyl-4-morpholinocarboxamidine (0.175 g, 0.6 mmol) in 50% aqueous t-butanol (30 ml). The reaction mixture was heated under reflux for 4 hours, allowed to cool to ambient temperature and evaporated to dryness. Water was added to the residue and the mixture filtered through a glass... Starting materials: COCN1C=NC=C1 (1-(methoxymethyl)imidazole), FC1=CC=C(C(=O)C2=CC=C(C=C2)F)C=C1 (4,4'-difluorobenzophenone), CN(CCN(C)C)C (N,N,N',N'-tetramethylethylenediamine), C(CCC)[Li] (butyllithium). The solvent is O (water), O1CCCC1 (tetrahydrofuran), O1CCCC1 (tetrahydrofuran). Reaction conditions: time 2 hour. Yields the product FC1=CC=C(C=C1)C(O)(C=1N(C=CN1)COC)C1=CC=C(C=C1)F (α,α-Bis(p-fluorophenyl)-1-(methoxymethyl)imidazole-2-methanol). RXN SMILES: [CH3:1][O:2][CH2:3][N:4]1[CH:8]=[CH:7][N:6]=[CH:5]1.CN(C)CCN(C)C.C([Li])CCC.[F:22][C:23]1[CH:37]=[CH:36][C:26]([C:27]([C:29]2[CH:34]=[CH:33][C:32]([F:35])=[CH:31][CH:30]=2)=[O:28])=[CH:25][CH:24]=1>O.O1CCCC1>[F:22][C:23]1[CH:37]=[CH:36][C:26]([C:27]([C:29]2[CH:34]=[CH:33][C:32]([F:35])=[CH:31][CH:30]=2)([C:5]2[N:4]([CH2:3][O:2][CH3:1])[CH:8]=[CH:7][N:6]=2)[OH:28])=[CH:25][CH:24]=1. Reported procedure: To a solution of 11.2 g. (0.1 mol) of 1-(methoxymethyl)imidazole and 13.9 g. (0.12 mol) of N,N,N',N'-tetramethylethylenediamine in 150 ml. of anhydrous tetrahydrofuran 51 ml. (0.12 mol) of a butyllithium solution (20% in n-hexane) was added drop-wise over the course of one hour at -60° C., and under a nitrogen atmosphere. After the addition was completed, stirring was continued for another two hours. The cooling means was then removed and 25.1 g. (0.1 mol) of 4,4'-difluorobenzophenone in 150 ml.... Reactants: C(C)(C)(C)C1=CC=C(C=C1)S(=O)(=O)NC=1C=CC2=C(C(=C(S2)C(=O)O)C2=CC=CC=C2)C1 (5-(4-tert-Butylbenzenesulfonylamino)-3-phenyl-1-benzothiophene-2-carboxylic acid), NC(CO)C (2-amino-1-propanol). Yields the product OCC(C)NC(=O)C=1SC2=C(C1C1=CC=CC=C1)C=C(C=C2)NS(=O)(=O)C2=CC=C(C=C2)C(C)(C)C ((+/−)-5-(4-tert-Butylbenzenesulfonylamino)-3-phenyl-1-benzothiophene-2-carboxylic acid-(2-hydroxy-1-methylethyl)amide). Yield: 29.0%. Reaction SMILES: [C:1]([C:5]1[CH:10]=[CH:9][C:8]([S:11]([NH:14][C:15]2[CH:16]=[CH:17][C:18]3[S:22][C:21]([C:23]([OH:25])=O)=[C:20]([C:26]4[CH:31]=[CH:30][CH:29]=[CH:28][CH:27]=4)[C:19]=3[CH:32]=2)(=[O:13])=[O:12])=[CH:7][CH:6]=1)([CH3:4])([CH3:3])[CH3:2].[NH2:33][CH:34]([CH3:37])[CH2:35][OH:36]>>[OH:36][CH2:35][CH:34]([NH:33][C:23]([C:21]1[S:22][C:18]2[CH:17]=[CH:16][C:15]([NH:14][S:11]([C:8]3[CH:7]=[CH:6][C:5]([C:1]([CH3:4])([CH3:2])[CH3:3])=[CH:10][CH:9]=3)(=[O:12])=[O:13])=[CH:32][C:19]=2[C:20]=1[C:26]1[CH:31]=[CH:30][CH:29]=[CH:28][CH:27]=1)=[O:25])[CH3:37]. Procedure details: According to Step 1, after reaction of 5-(4-tert-Butylbenzenesulfonylamino)-3-phenyl-1-benzothiophene-2-carboxylic acid (155 mg, 0.33 mmol) with 2-amino-1-propanol (0.027 mL, 0.35 mmol) followed by chromatographic purification (silica gel, dichloromethane/methanol (0-10% methanol)) and recrystallization from ethyl acetate/hexane, the desired compound is obtained at 29% yield (51 mg). The reactants are [Mg] (magnesium), B(OC(C)C)(OC(C)C)OC(C)C (triisopropyl borate), Cl (hydrochloric acid), C(CCCCCCC)OC1=CC=C(C=C1)Br (4-octyloxybromobenzene). Run in O1CCCC1 (tetrahydrofuran), O1CCCC1 (tetrahydrofuran). Reaction conditions: time 8 hour. The product is C(CCCCCCC)OC1=CC=C(C=C1)B(O)O (4-octyloxybenzeneboronic acid). Isolated yield 94.9%. As a reaction SMILES: [Mg].[CH2:2]([O:10][C:11]1[CH:16]=[CH:15][C:14](Br)=[CH:13][CH:12]=1)[CH2:3][CH2:4][CH2:5][CH2:6][CH2:7][CH2:8][CH3:9].[B:18](OC(C)C)([O:23]C(C)C)[O:19]C(C)C.Cl>O1CCCC1>[CH2:2]([O:10][C:11]1[CH:16]=[CH:15][C:14]([B:18]([OH:23])[OH:19])=[CH:13][CH:12]=1)[CH2:3][CH2:4][CH2:5][CH2:6][CH2:7][CH2:8][CH3:9]. Procedure: 2.40 g (99.0 mmol) of magnesium and 25.56 g (89.6 mmol) of 4-octyloxybromobenzene in 250 ml of tetrahydrofuran are used to prepare, at 60° C. for 3 hours, the solution of the Grignard compound, which is added dropwise to a solution, cooled to -70° C., of 18.62 g (99.00 mmol) of triisopropyl borate in 100 ml of tetrahydrofuran, and the mixture is stirred overnight. 130 ml of 10% strength hydrochloric acid are subsequently added dropwise, the mixture is stirred at room temperature for 1 hour and p... Starting materials: CC(=O)O, CS(C)=O, O=C1CCC(=O)N1I, Nc1ccc(F)cn1, [Na+], O=C([O-])O. Product: Nc1ncc(F)cc1I. As a reaction SMILES: [CH3:26][C:27](=[O:28])[OH:29].[CH3:9][S:10](=[O:11])[CH3:12].[I:13][N:14]1[C:15](=[O:16])[CH2:17][CH2:18][C:19]1=[O:20].[NH2:1][c:2]1[n:3][cH:4][c:5]([F:8])[cH:6][cH:7]1.[Na+:21].[OH:22][C:23](=[O:24])[O-:25]>>[NH2:1][c:2]1[n:3][cH:4][c:5]([F:8])[cH:6][c:7]1[I:13].